Dataset: the Open Reaction Database (ORD), a public repository of structured organic reaction records. Task: describe an organic reaction: reactants, conditions, products, and yield Starting materials: NC=1C=C(C=CC1NC)C(C)=O (1-(3-amino-4-methylamino-phenyl)-ethanone), NC=1SC2=C(N1)C=CC(=C2)OC(F)(F)F (2-amino-6-(trifluoromethoxy)-benzothiazole), C(=S)(N1C=NC=C1)N1C=NC=C1 (1,1′-thiocarbonyldiimidazole). Isolated yield 68.8%. Reaction SMILES: [NH2:1][C:2]1[CH:3]=[C:4]([C:10](=[O:12])[CH3:11])[CH:5]=[CH:6][C:7]=1[NH:8][CH3:9].[NH2:13][C:14]1[S:15][C:16]2[CH:22]=[C:21]([O:23][C:24]([F:27])([F:26])[F:25])[CH:20]=[CH:19][C:17]=2[N:18]=1.[C:28](N1C=CN=C1)(N1C=CN=C1)=S>C(Cl)CCl>[CH3:9][N:8]1[C:7]2[CH:6]=[CH:5][C:4]([C:10](=[O:12])[CH3:11])=[CH:3][C:2]=2[N:1]=[C:28]1[NH:13][C:14]1[S:15][C:16]2[CH:22]=[C:21]([O:23][C:24]([F:27])([F:25])[F:26])[CH:20]=[CH:19][C:17]=2[N:18]=1. Procedure: 1-[1-Methyl-2-(6-trifluoromethoxy-benzothiazol-2-ylamino)-1H-benzoimidazol-5-yl]-ethanone (69 mg) was prepared by following General Procedure D starting from 1-(3-amino-4-methylamino-phenyl)-ethanone (41 mg), 2-amino-6-(trifluoromethoxy)-benzothiazole (59 mg), 1,1′-thiocarbonyldiimidazole (44 mg), and EDC (48 mg). LC/MS: m/z 408. Product: CN1C(=NC2=C1C=CC(=C2)C(C)=O)NC=2SC1=C(N2)C=CC(=C1)OC(F)(F)F (1-[1-Methyl-2-(6-trifluoromethoxy-benzothiazol-2-ylamino)-1H-benzoimidazol-5-yl]-ethanone). Solvent: C(CCl)Cl (EDC). Reactants: 17.4, CC(=C)N1C(NC2=C1C=CC=C2)=O (1,3-dihydro-1-(1-methylethenyl)-2H-benzimidazol-2-one), [OH-].[Na+] (sodium hydroxide), BrCC(CCl)C (1-bromo-3-chloro-2-methylpropane). Reagents/catalysts: [Cl-].C(C)[N+](CC1=CC=CC=C1)(CC)CC (N,N,N-triethyl benzenemethanaminium chloride). Conditions: temperature 55 celsius, time 3 hour. Yields the product 24, ClCC(CN1C(N(C2=C1C=CC=C2)C(=C)C)=O)C (1-(3-chloro-2-methylpropyl)-1,3-dihydro-3-(1-methylethenyl)-2H-benzimidazol-2-one). Isolated yield 90.6%. Reaction SMILES: [CH3:1][C:2]([N:4]1[C:8]2[CH:9]=[CH:10][CH:11]=[CH:12][C:7]=2[NH:6][C:5]1=[O:13])=[CH2:3].[OH-].[Na+].Br[CH2:17][CH:18]([CH3:21])[CH2:19][Cl:20]>[Cl-].C([N+](CC)(CC)CC1C=CC=CC=1)C>[Cl:20][CH2:19][CH:18]([CH3:21])[CH2:17][N:6]1[C:7]2[CH:12]=[CH:11][CH:10]=[CH:9][C:8]=2[N:4]([C:2]([CH3:1])=[CH2:3])[C:5]1=[O:13] |f:1.2,4.5|. Reported procedure: To a stirred mixture of 17.4 parts of 1,3-dihydro-1-(1-methylethenyl)-2H-benzimidazol-2-one, 5-parts of N,N,N-triethyl benzenemethanaminium chloride and 180 parts of sodium hydroxide solution 60% are added dropwise 21 parts of 1-bromo-3-chloro-2-methylpropane while heating at 55° C. Upon completion, stirring at 55° C. is continued for 3 hours. The reaction mixture is cooled, poured onto water and the product is extracted with methylbenzene. The extract is dried, filtered and evaporated, yielding... Reactants: N1=CC=CC=C1 (pyridine), 47.2, ClC(=O)OC (methyl chloroformate), C(C)(C)NS(=O)(=O)Cl (isopropylsulfamic acid chloride), C(Cl)Cl (methylene chloride). Run in O (water). Conditions: temperature 22 celsius, time 10 minute. The product is COC(=O)N(S(=O)(=O)Cl)C(C)C (N-methoxycarbonyl-N-isopropylsulfamic acid chloride). Yield: 67.0%. RXN SMILES: N1C=CC=CC=1.Cl[C:8]([O:10][CH3:11])=[O:9].[CH:12]([NH:15][S:16]([Cl:19])(=[O:18])=[O:17])([CH3:14])[CH3:13].C(Cl)Cl>O>[CH3:11][O:10][C:8]([N:15]([CH:12]([CH3:14])[CH3:13])[S:16]([Cl:19])(=[O:18])=[O:17])=[O:9]. Procedure details: 39.6 parts of pyridine are added in the course of 15 minutes at 10° C., whilst stirring, to a mixture of 47.2 parts of methyl chloroformate and 78.8 parts of isopropylsulfamic acid chloride in 330 parts of methylene chloride. The reaction mixture is then stirred for 10 minutes at 22° C. Thereafter, the mixture is stirred for 8 minutes with 350 parts of water at 6° C. and pH 1. The organic phase is then separated off from the 2-phase mixture formed, and is filtered and subjected to fractional dis... RXN SMILES: [C:1]([CH3:2])([CH3:3])([CH3:4])[Si:5]([O:6][CH:7]1[CH2:8][CH2:9][CH:10]([N:13]2[C:14](=[O:32])[N:15]([c:24]3[cH:25][cH:26][c:27]([O:30][CH3:31])[cH:28][cH:29]3)[CH2:16][c:17]3[c:18]2[n:19][c:20]([Cl:23])[n:21][cH:22]3)[CH2:11][CH2:12]1)([CH3:33])[CH3:34].[CH3:35][O:36][c:37]1[cH:38][cH:39][c:40]([NH2:43])[cH:41][cH:42]1.[CH3:44][CH:45]([OH:46])[CH3:47]>>[C:1]([CH3:2])([CH3:3])([CH3:4])[Si:5]([O:6][CH:7]1[CH2:8][CH2:9][CH:10]([N:13]2[C:14](=[O:32])[N:15]([c:24]3[cH:25][cH:26][c:27]([O:30][CH3:31])[cH:28][cH:29]3)[CH2:16][c:17]3[c:18]2[n:19][c:20]([NH:43][c:40]2[cH:39][cH:38][c:37]([O:36][CH3:35])[cH:42][cH:41]2)[n:21][cH:22]3)[CH2:11][CH2:12]1)([CH3:33])[CH3:34]. Starting materials: COc1ccc(N2Cc3cnc(Cl)nc3N(C3CCC(O[Si](C)(C)C(C)(C)C)CC3)C2=O)cc1, COc1ccc(N)cc1, CC(C)O. Yields the product COc1ccc(Nc2ncc3c(n2)N(C2CCC(O[Si](C)(C)C(C)(C)C)CC2)C(=O)N(c2ccc(OC)cc2)C3)cc1. The product is C(C)C1=CC2=C(N(C(N(C2=O)CC(C2=CC=C(C=C2)OC)=NOCC(=O)O)=O)CC2=CC=C(C=C2)C2=C(C=CC=C2)C2=NOC(N2)=O)S1 (({[2-[6-ethyl-2,4-dioxo-1-{[2′-(5-oxo-4,5-dihydro-1,2,4-oxadiazol-3-yl)biphenyl-4-yl]methyl}-1,4-dihydrothieno[2,3-d]pyrimidin-3(2H)-yl]-1-(4-methoxyphenyl)ethylidene]amino}oxy)acetic acid), mixture. Reactants: C(C)C1=CC2=C(N(C(N(C2=O)CC(=O)C2=CC=C(C=C2)OC)=O)CC2=CC=C(C=C2)C2=C(C=CC=C2)C2=NOC(N2)=O)S1 (6-ethyl-3-[2-(4-methoxyphenyl)-2-oxoethyl]-1-{[2′-(5-oxo-4,5-dihydro-1,2,4-oxadiazol-3-yl)biphenyl-4-yl]methyl}thieno[2,3-d]pyrimidine-2,4(1H,3H)-dione), NOCC(=O)O ((aminooxy)acetic acid), N1=CC=CC=C1 (pyridine), Cl (hydrochloric acid). As a reaction SMILES: [CH2:1]([C:3]1[S:43][C:6]2[N:7]([CH2:24][C:25]3[CH:30]=[CH:29][C:28]([C:31]4[CH:36]=[CH:35][CH:34]=[CH:33][C:32]=4[C:37]4[NH:41][C:40](=[O:42])[O:39][N:38]=4)=[CH:27][CH:26]=3)[C:8](=[O:23])[N:9]([CH2:12][C:13]([C:15]3[CH:20]=[CH:19][C:18]([O:21][CH3:22])=[CH:17][CH:16]=3)=O)[C:10](=[O:11])[C:5]=2[CH:4]=1)[CH3:2].[NH2:44][O:45][CH2:46][C:47]([OH:49])=[O:48].N1C=CC=CC=1.Cl>O.C(Cl)(Cl)Cl>[CH2:1]([C:3]1[S:43][C:6]2[N:7]([CH2:24][C:25]3[CH:26]=[CH:27][C:28]([C:31]4[CH:36]=[CH:35][CH:34]=[CH:33][C:32]=4[C:37]4[NH:41][C:40](=[O:42])[O:39][N:38]=4)=[CH:29][CH:30]=3)[C:8](=[O:23])[N:9]([CH2:12][C:13](=[N:44][O:45][CH2:46][C:47]([OH:49])=[O:48])[C:15]3[CH:16]=[CH:17][C:18]([O:21][CH3:22])=[CH:19][CH:20]=3)[C:10](=[O:11])[C:5]=2[CH:4]=1)[CH3:2]. Procedure: A mixture of 6-ethyl-3-[2-(4-methoxyphenyl)-2-oxoethyl]-1-{[2′-(5-oxo-4,5-dihydro-1,2,4-oxadiazol-3-yl)biphenyl-4-yl]methyl}thieno[2,3-d]pyrimidine-2,4(1H,3H)-dione (0.2 g), (aminooxy)acetic acid (0.045 g), pyridine (20 mL) was stirred at 80° C. for 16 hr. To the reaction mixture were added chloroform and water, and the mixture was adjusted to pH 4 with 1N hydrochloric acid. The chloroform layer was washed with saturated brine, and dried over anhydrous magnesium sulfate. The solvent was evaporat... Run in O (water), C(Cl)(Cl)Cl (chloroform). Reaction conditions: temperature 80 celsius, time 16 hour. Yield: 22.0%. Starting materials: CSC=1N(C(C2=C(N1)C=CS2)=O)CCC (2-methylsulfanyl-3-propyl-3H-thieno[3.2-d]-pyrimidin-4-one), BrN1C(CCC1=O)=O (N-bromosuccinimide), C(C)(C)[N-]C(C)C.[Li+] (lithium diisopropylamide). The solvent is O1CCCC1 (tetrahydrofuran), O1CCCC1 (tetrahydrofuran), O1CCCC1 (tetrahydrofuran). Reaction conditions: temperature -78 celsius, time 1 hour. Yields the product BrC1=CC=2N=C(N(C(C2S1)=O)CCC)SC (6-bromo-2-methylsulfanyl-3-propyl-3H-thieno[3.2-d]pyrimidin-4-one). Yield: 29.8%. RXN SMILES: [CH3:1][S:2][C:3]1[N:4]([CH2:13][CH2:14][CH3:15])[C:5](=[O:12])[C:6]2[S:11][CH:10]=[CH:9][C:7]=2[N:8]=1.C([N-]C(C)C)(C)C.[Li+].[Br:24]N1C(=O)CCC1=O>O1CCCC1>[Br:24][C:10]1[S:11][C:6]2[C:5](=[O:12])[N:4]([CH2:13][CH2:14][CH3:15])[C:3]([S:2][CH3:1])=[N:8][C:7]=2[CH:9]=1 |f:1.2|. Reported procedure: In a sulfonation flask, 9.6 g (0.04 mol) of 2-methylsulfanyl-3-propyl-3H-thieno[3.2-d]-pyrimidin-4-one are added to 200 ml of absolute tetrahydrofuran. Subsequently, 4.07 g (0.042 mol) of lithium diisopropylamide, dissolved in 50 ml of absolute tetrahydrofuran, are added dropwise under N2 such that the internal temperature remains constant at about −78° C. The mixture is stirred for 1 hour at −78° C. and then a solution of 8.5 g (0.048 mol) of N-bromosuccinimide in 40 ml of absolute tetrahydrofu... The reactants are Cl.ClC(=O)OC1CN2CCC1CC2 (3-quinuclidyl chloroformate hydrochloride), C1(=CC=CC=C1)NCC1=CC=CC=C1 (N-phenylbenzylamine). Solvent: ClCCCl (1,2-DCE), ClCCCl (1,2-DCE). The product is Cl.N12C[C@@H](C(CC1)CC2)OC(N(C2=CC=CC=C2)CC2=CC=CC=C2)=O ((R)-Benzylphenylcarbamic acid 1-azabicyclo[2.2.2]oct-3-yl ester hydrochloride). RXN SMILES: Cl.[Cl:2][C:3]([O:5][CH:6]1[CH:11]2[CH2:12][CH2:13][N:8]([CH2:9][CH2:10]2)[CH2:7]1)=[O:4].[C:14]1([NH:20][CH2:21][C:22]2[CH:27]=[CH:26][CH:25]=[CH:24][CH:23]=2)[CH:19]=[CH:18][CH:17]=[CH:16][CH:15]=1>ClCCCl>[ClH:2].[N:8]12[CH2:13][CH2:12][CH:11]([CH2:10][CH2:9]1)[C@@H:6]([O:5][C:3](=[O:4])[N:20]([CH2:21][C:22]1[CH:23]=[CH:24][CH:25]=[CH:26][CH:27]=1)[C:14]1[CH:19]=[CH:18][CH:17]=[CH:16][CH:15]=1)[CH2:7]2 |f:0.1,4.5|. Procedure details: To a suspension of 750 mg (2.58 mmol) of 3-quinuclidyl chloroformate hydrochloride in 20 mL of 1,2-DCE, a solution of 395 mg (2.15 mmol) of N-phenylbenzylamine in 5 mL of 1,2-DCE was added dropwise. Once completed the addition, the mixture was refluxed for three hours. The reaction crude was allowed to cool down and the solvent distilled off under reduced pressure. The residue was purified by column chromatography (SiO2, eluent: CHCl3-methanol 10:1) yielding 720 mg (1.95 mmol) of a hygroscopic f... Reactants: C(C1=CC=CC=C1)OC(CCCBr)=O (benzyl-4-bromobutanoate), C([O-])([O-])=O.[K+].[K+] (potassium carbonate), CC(CC1=CC=C(C=C1)C(C(=O)O)C)C (2-[4-(2-methylpropyl)phenyl]propanoic acid), C(CCC)(=O)[O-] (butanoate), CC(CC1=CC=C(C=C1)C(C(=O)O)C)C (2-[4-(2-methylpropyl)phenyl]propanoic acid), C([O-])([O-])=O.[K+].[K+] (potassium carbonate). The solvent is CCCCCCC (heptane), CCOC(=O)C (EtOAc), C(C)#N (acetonitrile). Conditions: temperature 90 celsius. The product is CC(CC1=CC=C(C=C1)C(C(=O)OCCCC(=O)OCC1=CC=CC=C1)C)C (Benzyl 4-({2-[4-(2-methylpropyl)phenyl]propanoyl}oxy)butanoate), oil. The yield is 84.0%. As a reaction SMILES: C([O-])(=O)CCC.[CH3:7][CH:8]([CH3:21])[CH2:9][C:10]1[CH:15]=[CH:14][C:13]([CH:16]([CH3:20])[C:17]([OH:19])=[O:18])=[CH:12][CH:11]=1.C(=O)([O-])[O-].[K+].[K+].[CH2:28]([O:35][C:36](=[O:41])[CH2:37][CH2:38][CH2:39]Br)[C:29]1[CH:34]=[CH:33][CH:32]=[CH:31][CH:30]=1>C(#N)C.CCOC(C)=O.CCCCCCC>[CH3:7][CH:8]([CH3:21])[CH2:9][C:10]1[CH:15]=[CH:14][C:13]([CH:16]([CH3:20])[C:17]([O:19][CH2:39][CH2:38][CH2:37][C:36]([O:35][CH2:28][C:29]2[CH:30]=[CH:31][CH:32]=[CH:33][CH:34]=2)=[O:41])=[O:18])=[CH:12][CH:11]=1 |f:2.3.4|. Reported procedure: Benzyl 4-({2-[4-(2-methylpropyl)phenyl]propanoyl}oxy)butanoate was synthesized from benzyl-4-bromo)butanoate, 2-[4-(2-methylpropyl)phenyl]propanoic acid and potassium carbonate. To a solution of benzyl-4-bromobutanoate (2.0 g, 7.8 mmol) in acetonitrile (20 ml) at ambient temperature was added potassium carbonate (1.13 g, 8.2 mmol) and 2-[4-(2-methylpropyl)phenyl]propanoic acid (1.6 g, 7.8 mmol). The reaction was heated to 90° C. for 18hours and monitored by TLC (4:1 heptane:EtOAc) The mixture wa...